The task is: describe an organic reaction: reactants, conditions, products, and yield. This data is from the Open Reaction Database (ORD), a public repository of structured organic reaction records. Starting materials: CN(C)C=O, O, NC(=O)c1cnc(O)c([N+](=O)[O-])c1, O=P(Cl)(Cl)Cl. Product: N#Cc1cnc(O)c([N+](=O)[O-])c1. Reaction SMILES: [CH3:6][N:7]([CH3:8])[CH:9]=[O:10].[OH2:24].[OH:11][c:12]1[n:13][cH:14][c:15]([C:16](=[O:17])[NH2:18])[cH:19][c:20]1[N+:21](=[O:22])[O-:23].[P:1]([Cl:2])([Cl:3])([Cl:4])=[O:5]>>[OH:11][c:12]1[n:13][cH:14][c:15]([C:16]#[N:18])[cH:19][c:20]1[N+:21](=[O:22])[O-:23]. Reactants: B(F)(F)F.CCOCC (Boron trifluoride etherate), C(C)(=O)OC1(C(OC)=O)C[C@H](OC(C)=O)[C@@H](NC(C)=O)[C@@H](O1)[C@H](OC(C)=O)[C@H](OC(C)=O)COC(C)=O (methyl 2,4,7,8,9-penta-O-acetyl-N-acetyl-D-neuraminate), CC(C)CCC[C@@H](C)[C@H]1CC[C@H]2[C@@H]3CC=C4C[C@H](CC[C@]4(C)[C@H]3CC[C@]12C)OCCCCCCS (6-(5-cholesten-3β-yloxy)-hexane-1-thiol). Yield: 20.9%. Yields the product C(C)(=O)O[C@H]1CC(C(OC)=O)(SCCCCCCO[C@@H]2CC3=CC[C@H]4[C@@H]5CC[C@H]([C@@H](CCCC(C)C)C)[C@]5(CC[C@@H]4[C@]3(CC2)C)C)O[C@H]([C@@H]1NC(C)=O)[C@H](OC(C)=O)[C@H](OC(C)=O)COC(C)=O (Methyl 4,7,8,9-tetra-O-acetyl-N-acetyl-2-S-[6-(5-cholesten-3β-yloxy)hexyl]-2-thio-D-neuraminate). Run at time 5 hour. The solvent is C(Cl)(Cl)Cl (chloroform). As a reaction SMILES: B(F)(F)F.CCOCC.C(O[C:14]1([O:31][C@@H:30]([C@@H:32]([C@@H:37]([CH2:42][O:43][C:44](=[O:46])[CH3:45])[O:38][C:39](=[O:41])[CH3:40])[O:33][C:34](=[O:36])[CH3:35])[C@H:25]([NH:26][C:27](=[O:29])[CH3:28])[C@@H:20]([O:21][C:22](=[O:24])[CH3:23])[CH2:19]1)[C:15](=[O:18])[O:16][CH3:17])(=O)C.[CH3:47][CH:48]([CH2:50][CH2:51][CH2:52][C@H:53]([C@@H:55]1[C@:72]2([CH3:73])[C@H:58]([C@H:59]3[C@H:69]([CH2:70][CH2:71]2)[C@:67]2([CH3:68])[C:62]([CH2:63][C@@H:64]([O:74][CH2:75][CH2:76][CH2:77][CH2:78][CH2:79][CH2:80][SH:81])[CH2:65][CH2:66]2)=[CH:61][CH2:60]3)[CH2:57][CH2:56]1)[CH3:54])[CH3:49]>C(Cl)(Cl)Cl>[C:22]([O:21][C@@H:20]1[C@@H:25]([NH:26][C:27](=[O:29])[CH3:28])[C@H:30]([C@@H:32]([C@@H:37]([CH2:42][O:43][C:44](=[O:46])[CH3:45])[O:38][C:39](=[O:41])[CH3:40])[O:33][C:34](=[O:36])[CH3:35])[O:31][C:14]([S:81][CH2:80][CH2:79][CH2:78][CH2:77][CH2:76][CH2:75][O:74][C@H:64]2[CH2:65][CH2:66][C@@:67]3([CH3:68])[C:62](=[CH:61][CH2:60][C@@H:59]4[C@@H:69]3[CH2:70][CH2:71][C@@:72]3([CH3:73])[C@H:58]4[CH2:57][CH2:56][C@@H:55]3[C@H:53]([CH3:54])[CH2:52][CH2:51][CH2:50][CH:48]([CH3:47])[CH3:49])[CH2:63]2)([C:15](=[O:18])[O:16][CH3:17])[CH2:19]1)(=[O:24])[CH3:23] |f:0.1|. Reported procedure: Boron trifluoride etherate (700 μl, 5.5 mmol) is added to a solution of methyl 2,4,7,8,9-penta-O-acetyl-N-acetyl-D-neuraminate (1.01 g, 1.96 mmol) and 6-(5-cholesten-3β-yloxy)-hexane-1-thiol (0.98 g, 1.96 mmol) in dry chloroform (5 ml). The mixture is stirred under nitrogen for 5 hours at room temperature, and washed with aqueous sodium bicarbonate and water. The dried solution is concentrated to a residue which is put on a silica gel column and eluted with chloroform-ethyl ether-methanol (31:10...